Dataset: the Open Reaction Database (ORD), a public repository of structured organic reaction records. Task: describe an organic reaction: reactants, conditions, products, and yield Starting materials: Cl.ClC(CNCCC1=CC=C(C=C1)Cl)C (2-chloro-N-(4-chlorophenethyl)propan-1-amine hydrochloride), [Cl-].[Al+3].[Cl-].[Cl-] (aluminum chloride). Solvent: ClC1=C(C=CC=C1)Cl (1,2-Dichlorobenzene). Reaction conditions: temperature 126 celsius. Yields the product ClC=1C=CC2=C(C(CNCC2)C)C1 (8-Chloro-1-methyl-2,3,4,5-tetrahydro-1H-3-benzazepine). As a reaction SMILES: Cl.Cl[CH:3]([CH3:15])[CH2:4][NH:5][CH2:6][CH2:7][C:8]1[CH:13]=[CH:12][C:11]([Cl:14])=[CH:10][CH:9]=1.[Cl-].[Al+3].[Cl-].[Cl-]>ClC1C=CC=CC=1Cl>[Cl:14][C:11]1[CH:10]=[CH:9][C:8]2[CH2:7][CH2:6][NH:5][CH2:4][CH:3]([CH3:15])[C:13]=2[CH:12]=1 |f:0.1,2.3.4.5|. Procedure details: 1,2-Dichlorobenzene (about 1522 kg), 2-chloro-N-(4-chlorophenethyl)propan-1-amine hydrochloride (about 530 kg, 1.97 kmol, 1.00 eq.), and aluminum chloride (about 387 kg, 2.90 kmol, 1.47 eq.) are charged to a vessel vented to a caustic scrubber. The mixture is then stirred and heated at about 126° C. under nitrogen for about 16 h. The resulting Friedel-Crafts reaction mixture is then cooled. Purified or potable water (about 1060 kg) and silica gel are charged to a second vessel. The cooled Friede... Yield: 63.5%. The product is C(=O)NC=1SC=C(N1)C(C(=O)NC1[C@@H]2N(C(=C(CS2)O)C(=O)OCC2=CC=C(C=C2)[N+](=O)[O-])C1=O)=NOCCC (4-nitrobenzyl 7-[2-(2-formamidothiazol-4-yl)-2-propoxyiminoacetamido]-3-hydroxy-3-cephem-4-carboxylate). The solvent is C(C)(=O)OCC (ethyl acetate), C(C)(=O)OCC (ethyl acetate), O (water), C(C)(=O)OCC (ethyl acetate), CN(C=O)C (N,N-dimethylformamide). Reported procedure: 2-(2-Formamidothiazol-4-yl)-2-propoxyiminoacetic acid (syn isomer, 0.515 g.), N,N-dimethylformamide (0.161 g.), phosphoryl chloride (0.337 g.) and ethyl acetate (7.9 ml.) were treated in a similar manner to that of Example 15-(1) to give the activated acid solution. On the other hand, trimethylsilylacetamide (1.85 g.) and bis(trimethylsilyl)acetamide (1.60 g.) were added to a suspension of 4-nitrobenzyl 7-amino-3-hydroxy-3-cephem-4-carboxylate (0.703 g.) in ethyl acetate (10 ml.), and stirred at... The reactants are C[Si](C)(C)CC(=O)N (trimethylsilylacetamide), C[Si](C)(C)C(C(=O)N)[Si](C)(C)C (bis(trimethylsilyl)acetamide), NC1[C@@H]2N(C(=C(CS2)O)C(=O)OCC2=CC=C(C=C2)[N+](=O)[O-])C1=O (4-nitrobenzyl 7-amino-3-hydroxy-3-cephem-4-carboxylate), resultant solution, C(=O)NC=1SC=C(N1)C(C(=O)O)=NOCCC (2-(2-Formamidothiazol-4-yl)-2-propoxyiminoacetic acid), P(=O)(Cl)(Cl)Cl (phosphoryl chloride). RXN SMILES: [CH:1]([NH:3][C:4]1[S:5][CH:6]=[C:7]([C:9](=[N:13][O:14][CH2:15][CH2:16][CH3:17])[C:10]([OH:12])=O)[N:8]=1)=[O:2].P(Cl)(Cl)(Cl)=O.C[Si](CC(N)=O)(C)C.C[Si](C([Si](C)(C)C)C(N)=O)(C)C.[NH2:43][CH:44]1[C:65](=[O:66])[N:46]2[C:47]([C:52]([O:54][CH2:55][C:56]3[CH:61]=[CH:60][C:59]([N+:62]([O-:64])=[O:63])=[CH:58][CH:57]=3)=[O:53])=[C:48]([OH:51])[CH2:49][S:50][C@H:45]12>C(OCC)(=O)C.O.CN(C)C=O>[CH:1]([NH:3][C:4]1[S:5][CH:6]=[C:7]([C:9](=[N:13][O:14][CH2:15][CH2:16][CH3:17])[C:10]([NH:43][CH:44]2[C:65](=[O:66])[N:46]3[C:47]([C:52]([O:54][CH2:55][C:56]4[CH:57]=[CH:58][C:59]([N+:62]([O-:64])=[O:63])=[CH:60][CH:61]=4)=[O:53])=[C:48]([OH:51])[CH2:49][S:50][C@H:45]23)=[O:12])[N:8]=1)=[O:2]. The reactants are [BH4-], COc1cc(C)c2c(c1)C(=O)C(Br)CC2, CO, [Na+]. Product: COc1cc(C)c2c(c1)C(O)C(Br)CC2. Reaction SMILES: [BH4-:16].[Br:1][CH:2]1[C:3](=[O:15])[c:4]2[cH:5][c:6]([O:13][CH3:14])[cH:7][c:8]([CH3:12])[c:9]2[CH2:10][CH2:11]1.[CH3:18][OH:19].[Na+:17]>>[Br:1][CH:2]1[CH:3]([OH:15])[c:4]2[cH:5][c:6]([O:13][CH3:14])[cH:7][c:8]([CH3:12])[c:9]2[CH2:10][CH2:11]1. Starting materials: CCN(CC)CC(O)CNc1ccc(NCC(O)CCl)c2c1C(=O)c1ccccc1C2=O, CO, Cl, [K+], [OH-]. Product: CCN(CC)CC(O)CNc1ccc(NCC2CO2)c2c1C(=O)c1ccccc1C2=O. Reaction SMILES: [CH2:4]([CH3:5])[N:6]([CH2:7][CH:8]([CH2:9][NH:10][c:11]1[cH:12][cH:13][c:14]([NH:27][CH2:28][CH:29]([CH2:30][Cl:31])[OH:32])[c:15]2[c:24]1[C:23](=[O:25])[c:22]1[c:17]([cH:18][cH:19][cH:20][cH:21]1)[C:16]2=[O:26])[OH:33])[CH2:34][CH3:35].[CH3:36][OH:37].[ClH:3].[K+:2].[OH-:1]>>[CH2:4]([CH3:5])[N:6]([CH2:7][CH:8]([CH2:9][NH:10][c:11]1[cH:12][cH:13][c:14]([NH:27][CH2:28][CH:29]2[CH2:30][O:32]2)[c:15]2[c:24]1[C:23](=[O:25])[c:22]1[c:17]([cH:18][cH:19][cH:20][cH:21]1)[C:16]2=[O:26])[OH:33])[CH2:34][CH3:35].